From a dataset of the Open Reaction Database (ORD), a public repository of structured organic reaction records. describe an organic reaction: reactants, conditions, products, and yield The yield is 95.3%. Product: ClC=1C(=NC(=NC1)NC1=NN(C(=C1)C)C)NC1CCC2(CCNCC2)CC1 (5-chloro-N2-(1,5-dimethyl-1H-pyrazol-3-yl)-N4-(3-azaspiro[5.5]undecan-9-yl)pyrimidine-2,4-diamine). Conditions: temperature 100 celsius, time 8 hour. Reactants: ClC1=NC=C(C(=N1)NC1CCC2(CCN(CC2)C(=O)OC(C)(C)C)CC1)Cl (tert-butyl 9-((2,5-dichloropyrimidin-4-yl)amino)-3-azaspiro[5.5]undecane-3-carboxylate), CN1N=C(C=C1C)N (1,5-dimethyl-1H-pyrazol-3-amine), FC(C(=O)O)(F)F (trifluoroacetic acid). RXN SMILES: Cl[C:2]1[N:7]=[C:6]([NH:8][CH:9]2[CH2:26][CH2:25][C:12]3([CH2:17][CH2:16][N:15](C(OC(C)(C)C)=O)[CH2:14][CH2:13]3)[CH2:11][CH2:10]2)[C:5]([Cl:27])=[CH:4][N:3]=1.[CH3:28][N:29]1[C:33]([CH3:34])=[CH:32][C:31]([NH2:35])=[N:30]1.FC(F)(F)C(O)=O>O1CCOCC1>[Cl:27][C:5]1[C:6]([NH:8][CH:9]2[CH2:10][CH2:11][C:12]3([CH2:17][CH2:16][NH:15][CH2:14][CH2:13]3)[CH2:25][CH2:26]2)=[N:7][C:2]([NH:35][C:31]2[CH:32]=[C:33]([CH3:34])[N:29]([CH3:28])[N:30]=2)=[N:3][CH:4]=1. Reported procedure: To a solution of tert-butyl 9-((2,5-dichloropyrimidin-4-yl)amino)-3-azaspiro[5.5]undecane-3-carboxylate (1.52 g, 3.66 mmol) and 1,5-dimethyl-1H-pyrazol-3-amine (800.0 mg, 7.198 mmol in 1,4-dioxane (20 mL) was added trifluoroacetic acid (2.1 g, 18 mmol). The mixture was stirred at 100° C. overnight and concentrated in vacuo. The residue was dissolved in methanol (5 mL), and adjust to Ph=8˜9 with the saturated aqueous solution of NaHCO3. Then the mixture was exacted with DCM/MeOH (50 mL/10 mL) and... Run in O1CCOCC1 (1,4-dioxane). Starting materials: ketone, NN (hydrazine), ketone, BrC=1C(=NC(=NC1)Cl)Cl (5-bromo-2,4-dichloro-pyrimidine), BrC=1C=C(C=O)C=CC1 (3-bromo-benzaldehyde), alcohol. Product: BrC=1C=C(C=CC1)C1=NNC2=NC(=NC=C21)Cl (3-(3-bromo-phenyl)-6-chloro-1H-pyrazolo[3,4-d]pyrimidine). RXN SMILES: Br[C:2]1[C:3](Cl)=[N:4][C:5]([Cl:8])=[N:6][CH:7]=1.[Br:10][C:11]1[CH:12]=[C:13]([CH:16]=[CH:17][CH:18]=1)[CH:14]=O.[NH2:19][NH2:20]>>[Br:10][C:11]1[CH:12]=[C:13]([C:14]2[C:2]3[C:3](=[N:4][C:5]([Cl:8])=[N:6][CH:7]=3)[NH:20][N:19]=2)[CH:16]=[CH:17][CH:18]=1. Reported procedure: Alternatively, for compounds of formula Ib where X and Y are CH, in accordance to Scheme 3 below, 5-bromo-2,4-dichloro-pyrimidine (1) is reacted with 3-bromo-benzaldehyde (4) by a Grignard reaction and the corresponding coupled alcohol is oxidized to the ketone. The ketone is reacted with hydrazine to give 3-(3-bromo-phenyl)-6-chloro-1H-pyrazolo[3,4-d]pyrimidine. The remaining chloro group can then be replaced by reacting with the appropriate amine and the bromide can be displacement with the re... The reactants are COC1=CC=C(C=C1)C(OC[C@H]([C@@H](C)O)CN1C(N=C(C=C1)NC(C)=O)=O)(C1=CC=CC=C1)C1=CC=C(C=C1)OC ((2R,3R)-1-(Bis(4-methoxyphenyl)(phenyl)methoxy)-2-((4-acetamido-2-oxo-pyrimidin-1(2H)-yl)methyl)butan-3-ol), N1N=NN=[C-]1.C(C)(C)[NH2+]C(C)C (diisopropylammonium tetrazolide), C(C)(C)N(P(OCCC#N)N(C(C)C)C(C)C)C(C)C (2-cyanoethyl N,N,N′,N′-tetraisopropylphosphordiamidite). The solvent is ClCCl (dichloromethane). Reaction conditions: time 20 hour. Yields the product C(C)(C)N(P(O[C@@H]([C@@H](COC(C1=CC=CC=C1)(C1=CC=C(C=C1)OC)C1=CC=C(C=C1)OC)CN1C(N=C(C=C1)NC(C)=O)=O)C)OCCC#N)C(C)C ((2R,3R)-1-(Bis(4-methoxyphenyl)(phenyl)methoxy)-2-((4-acetamido-2-oxo-pyrimidin-1(2H)-yl)methyl)butan-3-yl 2-cyanoethyl N,N-diisopropylphosphoramidite). The yield is 88.5%. RXN SMILES: [CH3:1][O:2][C:3]1[CH:8]=[CH:7][C:6]([C:9]([C:34]2[CH:39]=[CH:38][C:37]([O:40][CH3:41])=[CH:36][CH:35]=2)([C:28]2[CH:33]=[CH:32][CH:31]=[CH:30][CH:29]=2)[O:10][CH2:11][C@@H:12]([CH2:16][N:17]2[CH:22]=[CH:21][C:20]([NH:23][C:24](=[O:26])[CH3:25])=[N:19][C:18]2=[O:27])[C@H:13]([OH:15])[CH3:14])=[CH:5][CH:4]=1.N1[C-]=NN=N1.C([NH2+]C(C)C)(C)C.[CH:54]([N:57]([CH:71]([CH3:73])[CH3:72])[P:58](N(C(C)C)C(C)C)[O:59][CH2:60][CH2:61][C:62]#[N:63])([CH3:56])[CH3:55]>ClCCl>[CH:71]([N:57]([CH:54]([CH3:56])[CH3:55])[P:58]([O:59][CH2:60][CH2:61][C:62]#[N:63])[O:15][C@H:13]([CH3:14])[C@H:12]([CH2:16][N:17]1[CH:22]=[CH:21][C:20]([NH:23][C:24](=[O:26])[CH3:25])=[N:19][C:18]1=[O:27])[CH2:11][O:10][C:9]([C:6]1[CH:5]=[CH:4][C:3]([O:2][CH3:1])=[CH:8][CH:7]=1)([C:34]1[CH:39]=[CH:38][C:37]([O:40][CH3:41])=[CH:36][CH:35]=1)[C:28]1[CH:33]=[CH:32][CH:31]=[CH:30][CH:29]=1)([CH3:73])[CH3:72] |f:1.2|. Procedure: To a stirred solution of 22 (1.0 g, 1.79 mmol) in 25 ml of anhydrous dichloromethane was added diisopropylammonium tetrazolide (0.35 g) followed by 0.8 g (2.66 mmol) of 2-cyanoethyl N,N,N′,N′-tetraisopropylphosphordiamidite. After being stirred at room temperature for 20 hrs the reaction was concentrated, and the residue portioned between ethyl acetate and saturated NaHCO3. The organic phase was washed with saturated NaCl, dried over Na2SO4 and concentrated in vacuo. The crude phosphoramidite wa... Starting materials: C(C)OC(=O)C1=CC(=NC2=CC(=CC=C12)N)Cl (ethyl-7-amino-2-chloroquinoline-4-carboxylate), Cl (hydrochloric acid), FC(C(=O)OC(C(F)(F)F)=O)(F)F (trifluoroacetic acid anhydride), O1CCCC1 (tetrahydrofuran), C(C(=O)Cl)(=O)Cl (oxalyl chloride), O1CCCC1 (tetrahydrofuran), [NH4+] (ammonium), N1=CC(=CC=C1)S(=O)(=O)Cl (3-pyridinesulfonyl chloride), [OH-].[Na+] (sodium hydroxide), white crystals. The solvent is [Cl-].[Na+].O (Brine), N1=CC=CC=C1 (pyridine), CN(C=O)C (dimethylformamide), [Cl-].[Na+].O (Brine), C(C)O (ethanol). Reaction conditions: time 8 hour. Yields the product ClC=1C=C2C=C(C=NC2=C(C1)C#N)NS(=O)(=O)C=1C=NC=CC1 (N-(6-Chloro-8-cyanoquinoline-3-yl)-3-pyridinesulfonamide). RXN SMILES: C(OC([C:6]1C2[C:10](=[CH:11][C:12]([NH2:16])=CC=2)[N:9]=[C:8](Cl)[CH:7]=1)=O)C.[N:18]1[CH:23]=[CH:22][CH:21]=[C:20]([S:24](Cl)(=[O:26])=[O:25])[CH:19]=1.[OH-].[Na+].[ClH:30].C(Cl)(=O)C(Cl)=O.[NH4+:37].FC(F)(F)C(OC(=O)C(F)(F)F)=O.O1[CH2:55][CH2:54][CH2:53][CH2:52]1>[Cl-].[Na+].O.N1C=CC=CC=1.CN(C)C=O.C(O)C>[Cl:30][C:53]1[CH:54]=[C:55]2[C:10](=[C:11]([C:12]#[N:16])[CH:52]=1)[N:9]=[CH:8][C:7]([NH:37][S:24]([C:20]1[CH:19]=[N:18][CH:23]=[CH:22][CH:21]=1)(=[O:26])=[O:25])=[CH:6]2 |f:2.3,9.10.11|. Reported procedure: 764 mg of white crystals were obtained using 3.0 mg (13 mmol, Production Example 13b) of ethyl-7-amino-2-chloroquinoline-4-carboxylate and 2.3 g (13 mmol) of 3-pyridinesulfonyl chloride in the same manner as in Synthetic Example 1b. An aqueous 1 N sodium hydroxide solution (0.5 ml) was added to an ethanol solution (6 ml) of 108 mg (0.28 mmol) of the white crystals, followed by stirring overnight. An aqueous 1 N hydrochloric acid solution was added to the reaction solution, followed by extracting... The reactants are [BH4-], Cc1ccc(S(=O)(=O)n2c(C)c(C=O)c3ccccc32)cc1, CO, [Na+]. The product is Cc1ccc(S(=O)(=O)n2c(C)c(CO)c3ccccc32)cc1. As a reaction SMILES: [BH4-:23].[CH3:1][c:2]1[n:3]([S:13](=[O:14])(=[O:15])[c:16]2[cH:17][cH:18][c:19]([CH3:20])[cH:21][cH:22]2)[c:4]2[cH:5][cH:6][cH:7][cH:8][c:9]2[c:10]1[CH:11]=[O:12].[CH3:25][OH:26].[Na+:24]>>[CH3:1][c:2]1[n:3]([S:13](=[O:14])(=[O:15])[c:16]2[cH:17][cH:18][c:19]([CH3:20])[cH:21][cH:22]2)[c:4]2[cH:5][cH:6][cH:7][cH:8][c:9]2[c:10]1[CH2:11][OH:12]. Reactants: O=NN1CC([N+](=O)[O-])([N+](=O)[O-])CNCC([N+](=O)[O-])([N+](=O)[O-])C1, O=[N+]([O-])O. Yields the product O=NN1CC([N+](=O)[O-])([N+](=O)[O-])CN(N=O)CC([N+](=O)[O-])([N+](=O)[O-])C1. As a reaction SMILES: [N+:5](=[O:6])([O-:7])[C:8]1([N+:24](=[O:25])[O-:26])[CH2:9][N:10]([N:22]=[O:23])[CH2:11][C:12]([N+:16](=[O:17])[O-:18])([N+:19](=[O:20])[O-:21])[CH2:13][NH:14][CH2:15]1.[OH:1][N+:2](=[O:3])[O-:4]>>[O:1]=[N:2][N:14]1[CH2:13][C:12]([N+:16](=[O:17])[O-:18])([N+:19](=[O:20])[O-:21])[CH2:11][N:10]([N:22]=[O:23])[CH2:9][C:8]([N+:5](=[O:6])[O-:7])([N+:24](=[O:25])[O-:26])[CH2:15]1.